This data is from the Open Reaction Database (ORD), a public repository of structured organic reaction records. The task is: describe an organic reaction: reactants, conditions, products, and yield Product: N1=C(C=NC=C1)C=1N=C(C2=C(N1)SC(=C2)Cl)NCCC2=CC1=C(C=C2)OCO1 (2-(pyrazin-2-yl)-4-(3,4-methylenedioxyphenethylamino)-6-chloro-thieno-[2,3-d]-pyrimidine). RXN SMILES: [CH2:1]1[O:12][C:11]2[CH:10]=[CH:9][C:5]([CH2:6][CH2:7][NH2:8])=[CH:4][C:3]=2[O:2]1.Cl[C:14]1[C:15]2[CH:28]=[C:27]([Cl:29])[S:26][C:16]=2[N:17]=[C:18]([C:20]2[CH:25]=[N:24][CH:23]=[CH:22][N:21]=2)[N:19]=1>>[N:21]1[CH:22]=[CH:23][N:24]=[CH:25][C:20]=1[C:18]1[N:19]=[C:14]([NH:8][CH2:7][CH2:6][C:5]2[CH:9]=[CH:10][C:11]3[O:12][CH2:1][O:2][C:3]=3[CH:4]=2)[C:15]2[CH:28]=[C:27]([Cl:29])[S:26][C:16]=2[N:17]=1. Starting materials: C1OC=2C=C(CCN)C=CC2O1 (3,4-methylenedioxyphenethylamine), ClC=1C2=C(N=C(N1)C1=NC=CN=C1)SC(=C2)Cl (4-chloro-2-(pyrazin-2-yl)-6-chloro-thieno-[2,3-d]-pyrimidine). Reported procedure: With the procedure of Example 1, the reaction of 3,4-methylenedioxyphenethylamine with 4-chloro-2-(pyrazin-2-yl)-6-chloro-thieno-[2,3-d]-pyrimidine yields 2-(pyrazin-2-yl)-4-(3,4-methylenedioxyphenethylamino)-6-chloro-thieno-[2,3-d]-pyrimidine. Starting materials: CC#N, O=C=NC(=O)c1ccc(F)cc1Cl, Cc1cc(=O)n(-c2ccc(N)c(C)c2)[nH]1. Yields the product Cc1cc(=O)n(-c2ccc(NC(=O)NC(=O)c3ccc(F)cc3Cl)c(C)c2)[nH]1. Reaction SMILES: [CH3:29][C:30]#[N:31].[Cl:1][c:2]1[c:3]([C:4](=[O:5])[N:6]=[C:7]=[O:8])[cH:9][cH:10][c:11]([F:13])[cH:12]1.[NH2:14][c:15]1[c:16]([CH3:28])[cH:17][c:18](-[n:21]2[nH:22][c:23]([CH3:27])[cH:24][c:25]2=[O:26])[cH:19][cH:20]1>>[Cl:1][c:2]1[c:3]([C:4](=[O:5])[NH:6][C:7](=[O:8])[NH:14][c:15]2[c:16]([CH3:28])[cH:17][c:18](-[n:21]3[nH:22][c:23]([CH3:27])[cH:24][c:25]3=[O:26])[cH:19][cH:20]2)[cH:9][cH:10][c:11]([F:13])[cH:12]1. Reactants: O=C([O-])O, CCOC(=O)c1ccc2cc(-c3ccc(OCc4c(CSc5c(Cl)cccc5Cl)noc4C(C)C)cc3)ccc2n1, ClCCl, [Na+], O=C(OO)c1cccc(Cl)c1. Yields the product CCOC(=O)c1ccc2cc(-c3ccc(OCc4c(CS(=O)c5c(Cl)cccc5Cl)noc4C(C)C)cc3)ccc2n1. RXN SMILES: [C:53](=[O:54])([OH:55])[O-:56].[Cl:1][c:2]1[c:3]([S:9][CH2:10][c:11]2[n:12][o:13][c:14]([CH:39]([CH3:40])[CH3:41])[c:15]2[CH2:16][O:17][c:18]2[cH:19][cH:20][c:21](-[c:24]3[cH:25][c:26]4[cH:27][cH:28][c:29]([C:34](=[O:35])[O:36][CH2:37][CH3:38])[n:30][c:31]4[cH:32][cH:33]3)[cH:22][cH:23]2)[c:4]([Cl:8])[cH:5][cH:6][cH:7]1.[Cl:58][CH2:59][Cl:60].[Na+:57].[OH:42][O:43][C:44]([c:45]1[cH:46][c:47]([Cl:48])[cH:49][cH:50][cH:51]1)=[O:52]>>[Cl:1][c:2]1[c:3]([S:9]([CH2:10][c:11]2[n:12][o:13][c:14]([CH:39]([CH3:40])[CH3:41])[c:15]2[CH2:16][O:17][c:18]2[cH:19][cH:20][c:21](-[c:24]3[cH:25][c:26]4[cH:27][cH:28][c:29]([C:34](=[O:35])[O:36][CH2:37][CH3:38])[n:30][c:31]4[cH:32][cH:33]3)[cH:22][cH:23]2)=[O:42])[c:4]([Cl:8])[cH:5][cH:6][cH:7]1. The reactants are COCCOCOC(=O)c1cc(Oc2c(C)cc([N+](=O)[O-])cc2C)ccc1OCOCCOC, CCOC(C)=O. Yields the product COCCOCOC(=O)c1cc(Oc2c(C)cc(N)cc2C)ccc1OCOCCOC. Reaction SMILES: [CH3:1][O:2][CH2:3][CH2:4][O:5][CH2:6][O:7][C:8]([c:9]1[c:10]([O:27][CH2:28][O:29][CH2:30][CH2:31][O:32][CH3:33])[cH:11][cH:12][c:13]([O:15][c:16]2[c:17]([CH3:26])[cH:18][c:19]([N+:23]([O-:24])=[O:25])[cH:20][c:21]2[CH3:22])[cH:14]1)=[O:34].[CH3:35][CH2:36][O:37][C:38]([CH3:39])=[O:40]>>[CH3:1][O:2][CH2:3][CH2:4][O:5][CH2:6][O:7][C:8]([c:9]1[c:10]([O:27][CH2:28][O:29][CH2:30][CH2:31][O:32][CH3:33])[cH:11][cH:12][c:13]([O:15][c:16]2[c:17]([CH3:26])[cH:18][c:19]([NH2:23])[cH:20][c:21]2[CH3:22])[cH:14]1)=[O:34]. The reactants are C([O-])([O-])=O.[K+].[K+] (potassium carbonate), C(C=CC)OCC=1C(=NC=CC1I)OC (3-(but-2-enyloxymethyl)-4-iodo-2-methoxy-pyridine), CN(C=O)C (N,N-dimethylformamide). The reagents and catalysts are [Cl-].C(CCC)[N+](CCCC)(CCCC)CCCC (tetra-n-butylammonium chloride), C(C)(=O)[O-].[Pd+2].C(C)(=O)[O-] (palladium acetate). Solvent: CCOC(=O)C.CCCCCC (EtOAc hexane). Run at temperature 85 celsius, time 30 minute. Yields the product C(C)C1=COCC2=C(N=CC=C21)OC (4-ethyl-8-methoxy-1H-pyrano[3,4-c]pyridine). Reaction SMILES: [CH2:1]([O:5][CH2:6][C:7]1[C:8]([O:14][CH3:15])=[N:9][CH:10]=[CH:11][C:12]=1I)[CH:2]=[CH:3][CH3:4].CN(C)C=O.C(=O)([O-])[O-].[K+].[K+]>[Cl-].C([N+](CCCC)(CCCC)CCCC)CCC.C([O-])(=O)C.[Pd+2].C([O-])(=O)C.CCOC(C)=O.CCCCCC>[CH2:3]([C:2]1[C:12]2[C:7](=[C:8]([O:14][CH3:15])[N:9]=[CH:10][CH:11]=2)[CH2:6][O:5][CH:1]=1)[CH3:4] |f:2.3.4,5.6,7.8.9,10.11|. Procedure details: A 3-liter 3-necked round bottom flask is equipped with a heating mantle monitored by a J-KEM thermocouple and an overhead stirrer; under nitrogen, the flask is charged with 3-(but-2-enyloxymethyl)-4-iodo-2-methoxy-pyridine (30.0 g, 93.9 mmol), prepared as in example 2, and 939 mL (0.1M) of N,N-dimethylformamide, followed by successive addition of anhydrous potassium carbonate (26.0 g, 188 mmol), palladium acetate (422 mg, 1.88 mmol) and tetra-n-butylammonium chloride (13.1 g, 47.0 mmol). The lig... Reactants: [H-].[Al+3].[Li+].[H-].[H-].[H-] (lithium aluminum hydride), C1(C=2C(C(=O)O1)=CC=CC2)=O (phtalic anhydride). Solvent: C1CCOC1 (THF). Run at temperature 0 celsius. Product: OC[C@H]1[C@H](CC=CC1)CO (cis-1,2-dihydroxymethylcyclohex-4-ene). As a reaction SMILES: [H-].[Al+3].[Li+].[H-].[H-].[H-].[C:7]1(=O)[O:12][C:10](=[O:11])[C:9]2=[CH:13][CH:14]=[CH:15][CH:16]=[C:8]12>C1COCC1>[OH:11][CH2:10][C@@H:9]1[CH2:13][CH:14]=[CH:15][CH2:16][C@@H:8]1[CH2:7][OH:12] |f:0.1.2.3.4.5|. Procedure details: To a 0° C. suspension of lithium aluminum hydride (4 eq) in dry THF (250 mL) was added portionwise phtalic anhydride over 20 minutes. The mixture was brought to room temperature then warmed to reflux for 6 hours then cooled to 0° C. The reaction was quenched with saturated sodium sulfate solution, filtered and concentrated. The residue was taken into ethyl acetate washed with water, brine, dried and concentrated to yield the desired compound as a viscous oil. 1HNMR (500 mHz, CDCl3): 5.62 ppm (s,... The reactants are Cc1ccc(-c2cccc(C)n2)cc1, ClC(Cl)Cl, O=C(OO)c1cccc(Cl)c1. Product: Cc1ccc(-c2cccc(C)[n+]2[O-])cc1. RXN SMILES: [CH3:1][c:2]1[cH:3][cH:4][c:5](-[c:8]2[n:9][c:10]([CH3:14])[cH:11][cH:12][cH:13]2)[cH:6][cH:7]1.[CH:26]([Cl:27])([Cl:28])[Cl:29].[Cl:15][c:16]1[cH:17][cH:18][cH:19][c:20]([C:21]([O:22][OH:24])=[O:23])[cH:25]1>>[CH3:1][c:2]1[cH:3][cH:4][c:5](-[c:8]2[n+:9]([O-:23])[c:10]([CH3:14])[cH:11][cH:12][cH:13]2)[cH:6][cH:7]1.